This data is from the Open Reaction Database (ORD), a public repository of structured organic reaction records. The task is: describe an organic reaction: reactants, conditions, products, and yield Starting materials: I (HI), ClC1=NC=NC(=C1)C=1SC=CC1 (4-chloro-6-thiophen-2-yl-pyrimidine), [OH-].[Na+] (NaOH). Conditions: time 20 hour. Product: IC1=NC=NC(=C1)C=1SC=CC1 (4-iodo-6-thiophen-2-yl-pyrimidine). The yield is 93.6%. Reaction SMILES: [IH:1].Cl[C:3]1[CH:8]=[C:7]([C:9]2[S:10][CH:11]=[CH:12][CH:13]=2)[N:6]=[CH:5][N:4]=1.[OH-].[Na+]>>[I:1][C:3]1[CH:8]=[C:7]([C:9]2[S:10][CH:11]=[CH:12][CH:13]=2)[N:6]=[CH:5][N:4]=1 |f:2.3|. Reported procedure: Aqueous solution of HI (63.5 g, 496.5 mol, 13.9 equiv) was charged to 4-chloro-6-thiophen-2-yl-pyrimidine (3, 7.0 g, 35.6 mmol) and stirring was continued for 20 h. Reaction mixture was then made slightly alkaline (pH˜10) by using 5% NaOH solution. Subject compound was precipitated out, filtered, washed well with distilled water and dried under vacuum to yield 9.6 g of 4 (Yield=94.1%). Starting materials: Cc1cccc(CBr)c1, C1CNCCN1, CCOCC, c1ccccc1. The product is Cc1cccc(CN2CCNCC2)c1. RXN SMILES: [Br:1][CH2:2][c:3]1[cH:4][c:5]([CH3:9])[cH:6][cH:7][cH:8]1.[CH2:10]1[CH2:11][NH:12][CH2:13][CH2:14][NH:15]1.[CH3:22][CH2:23][O:24][CH2:25][CH3:26].[cH:16]1[cH:17][cH:18][cH:19][cH:20][cH:21]1>>[CH2:2]([c:3]1[cH:4][c:5]([CH3:9])[cH:6][cH:7][cH:8]1)[N:12]1[CH2:11][CH2:10][NH:15][CH2:14][CH2:13]1. The reactants are COC(=O)c1ccc2cc(-c3c(C)cccc3C)[nH]c2c1, CCOC(C)=O, CCO, [Na+], [OH-]. Yields the product Cc1cccc(C)c1-c1cc2ccc(C(=O)O)cc2[nH]1. RXN SMILES: [CH3:1][c:2]1[c:3](-[c:9]2[nH:10][c:11]3[cH:12][c:13]([C:18](=[O:19])[O:20][CH3:21])[cH:14][cH:15][c:16]3[cH:17]2)[c:4]([CH3:8])[cH:5][cH:6][cH:7]1.[CH3:24][CH2:25][O:26][C:27](=[O:28])[CH3:29].[CH3:30][CH2:31][OH:32].[Na+:23].[OH-:22]>>[CH3:1][c:2]1[c:3](-[c:9]2[nH:10][c:11]3[cH:12][c:13]([C:18](=[O:19])[OH:20])[cH:14][cH:15][c:16]3[cH:17]2)[c:4]([CH3:8])[cH:5][cH:6][cH:7]1. Run in C(C)#N (acetonitrile). Reaction SMILES: [NH2:1][C:2]1[N:6]([C:7]2[CH:12]=[C:11]([S:13][CH2:14][C:15]([F:18])([F:17])[F:16])[C:10]([CH3:19])=[CH:9][C:8]=2[F:20])[N:5]=[C:4]([O:21][CH2:22][C:23]([F:29])([F:28])[C:24]([F:27])([F:26])[F:25])[CH:3]=1.[Cl:30]N1C(=O)CCC1=O>C(#N)C>[NH2:1][C:2]1[N:6]([C:7]2[CH:12]=[C:11]([S:13][CH2:14][C:15]([F:16])([F:17])[F:18])[C:10]([CH3:19])=[CH:9][C:8]=2[F:20])[N:5]=[C:4]([O:21][CH2:22][C:23]([F:28])([F:29])[C:24]([F:25])([F:27])[F:26])[C:3]=1[Cl:30]. Product: NC1=C(C(=NN1C1=C(C=C(C(=C1)SCC(F)(F)F)C)F)OCC(C(F)(F)F)(F)F)Cl (5-amino-4-chloro-1-{2-fluoro-4-methyl-5-(2,2,2-trifluoroethylthio)phenyl}-3-(2,2,3,3,3-pentafluoropropoxy)pyrazole). Reported procedure: 0.9 g of 5-amino-1-{2-fluoro-4-methyl-5-(2,2,2-trifluoroethylthio)phenyl}-3-(2,2,3,3,3-pentafluoropropoxy)pyrazole was dissolved in 10 mL of acetonitrile, and 0.3g of N-chlorosuccinimide was added under cooling with ice. After stirring for 10minutes under cooling with ice, the solvent was distilled off under reduced pressure, extraction with ethyl acetate was carried out, and the organic layer was dried over anhydrous magnesium sulfate. Then, the solvent was distilled off under reduced pressure,... Run at time 10 minute. The yield is 92.9%. Starting materials: NC1=CC(=NN1C1=C(C=C(C(=C1)SCC(F)(F)F)C)F)OCC(C(F)(F)F)(F)F (5-amino-1-{2-fluoro-4-methyl-5-(2,2,2-trifluoroethylthio)phenyl}-3-(2,2,3,3,3-pentafluoropropoxy)pyrazole), ClN1C(CCC1=O)=O (N-chlorosuccinimide).